From a dataset of the Open Reaction Database (ORD), a public repository of structured organic reaction records. describe an organic reaction: reactants, conditions, products, and yield The reactants are CCOP(=O)(CP(=O)(OCC)OCC)OCC, C1CCOC1, CCCCCCCCc1ccc(C2CCC(C=O)(NC(=O)OC(C)(C)C)C2)cc1, [H-], [Na+]. Product: CCCCCCCCc1ccc(C2CCC(C=CP(=O)(OCC)OCC)(NC(=O)OC(C)(C)C)C2)cc1. As a reaction SMILES: [CH2:3]([P:4](=[O:5])([O:6][CH2:7][CH3:8])[O:9][CH2:10][CH3:11])[P:12]([O:13][CH2:14][CH3:15])([O:16][CH2:17][CH3:18])=[O:19].[CH2:49]1[O:50][CH2:51][CH2:52][CH2:53]1.[CH:20](=[O:21])[C:22]1([NH:41][C:42]([O:43][C:44]([CH3:45])([CH3:46])[CH3:47])=[O:48])[CH2:23][CH:24]([c:27]2[cH:28][cH:29][c:30]([CH2:33][CH2:34][CH2:35][CH2:36][CH2:37][CH2:38][CH2:39][CH3:40])[cH:31][cH:32]2)[CH2:25][CH2:26]1.[H-:1].[Na+:2]>>[CH:3]([P:12]([O:13][CH2:14][CH3:15])([O:16][CH2:17][CH3:18])=[O:19])=[CH:20][C:22]1([NH:41][C:42]([O:43][C:44]([CH3:45])([CH3:46])[CH3:47])=[O:48])[CH2:23][CH:24]([c:27]2[cH:28][cH:29][c:30]([CH2:33][CH2:34][CH2:35][CH2:36][CH2:37][CH2:38][CH2:39][CH3:40])[cH:31][cH:32]2)[CH2:25][CH2:26]1. Starting materials: BrC1=CC=C(C=C1)[C@H]1[C@@H](C1)NC(OC(C)(C)C)=O (tert-butyl (trans-2-(4-bromophenyl)cyclopropyl)carbamate), C1(CC1)B(O)O (cyclopropylboronic acid), P(=O)([O-])([O-])[O-].[K+].[K+].[K+] (potassium phosphate), C1(CCCCC1)P(C1CCCCC1)C1CCCCC1 (tricyclohexylphosphine). The reagents and catalysts are C(C)(=O)[O-].[Pd+2].C(C)(=O)[O-] (Palladium(II) acetate). Solvent: O (water), C1(=CC=CC=C1)C (toluene). Reaction conditions: temperature 100 celsius, time 4 hour. The product is C1(CC1)C1=CC=C(C=C1)[C@H]1[C@@H](C1)NC(OC(C)(C)C)=O (tert-Butyl ((trans)-2-(4-cyclopropylphenyl)cyclopropyl)carbamate). The yield is 76.2%. Reaction SMILES: Br[C:2]1[CH:7]=[CH:6][C:5]([C@@H:8]2[CH2:10][C@H:9]2[NH:11][C:12](=[O:18])[O:13][C:14]([CH3:17])([CH3:16])[CH3:15])=[CH:4][CH:3]=1.[CH:19]1(B(O)O)[CH2:21][CH2:20]1.P([O-])([O-])([O-])=O.[K+].[K+].[K+].C1(P(C2CCCCC2)C2CCCCC2)CCCCC1>C([O-])(=O)C.[Pd+2].C([O-])(=O)C.O.C1(C)C=CC=CC=1>[CH:19]1([C:2]2[CH:7]=[CH:6][C:5]([C@@H:8]3[CH2:10][C@H:9]3[NH:11][C:12](=[O:18])[O:13][C:14]([CH3:17])([CH3:16])[CH3:15])=[CH:4][CH:3]=2)[CH2:21][CH2:20]1 |f:2.3.4.5,7.8.9|. Procedure details: To a 30-mL microwave tube were added tert-butyl (trans-2-(4-bromophenyl)cyclopropyl)carbamate (400 mg, 1.281 mmol), cyclopropylboronic acid (143 mg, 1.666 mmol), potassium phosphate (952 mg, 4.48 mmol), tricyclohexylphosphine (35.9 mg, 0.128 mmol), toluene (4 mL) and water (0.2 mL), and the mixture was degassed by bubbling N2. Palladium(II) acetate (14.38 mg, 0.064 mmol) was added and the tube was sealed. The mixture was heated at 100° C. with stirring for 4 h. The mixture was cooled and quenche...